The task is: describe an organic reaction: reactants, conditions, products, and yield. This data is from the Open Reaction Database (ORD), a public repository of structured organic reaction records. The reactants are COC=1C=C(C=C(C1OC)Cl)C=CC=CC(=O)O (5-(3,4-Dimethoxy-5-chlorophenyl)-2,4-pentadienoic acid). The reagents and catalysts are [Pd] (Palladium on charcoal). Run in C(C)(=O)O (acetic acid), Cl (hydrochloric acid). Product: COC=1C=C(C=C(C1OC)Cl)CCCCC(=O)O (5-(3,4-Dimethoxy-5-chlorophenyl)pentanoic acid). RXN SMILES: [CH3:1][O:2][C:3]1[CH:4]=[C:5]([CH:12]=[CH:13][CH:14]=[CH:15][C:16]([OH:18])=[O:17])[CH:6]=[C:7]([Cl:11])[C:8]=1[O:9][CH3:10]>C(O)(=O)C.Cl.[Pd]>[CH3:1][O:2][C:3]1[CH:4]=[C:5]([CH2:12][CH2:13][CH2:14][CH2:15][C:16]([OH:18])=[O:17])[CH:6]=[C:7]([Cl:11])[C:8]=1[O:9][CH3:10]. Procedure: A solution containing 6.2 g of the above product obtained in Example 32 was dissolved in a mixture of 30 ml of acetic acid and 3 ml of conc. hydrochloric acid. Palladium on charcoal catalyst (10% Pd) was added and the mixture was hydrogenated at normal pressure and room temperature. After filtration the solvents were evaporated in vacuo. Yield 3.2 g (55%), a viscous oil. Reactants: BrC=1C=C2C=CC(=CC2=CC1)OC1=C(C(=O)OC(C)(C)C)C=CC(=C1)[N+](=O)[O-] (t-butyl 2-(6-bromo-2-naphthyloxy)-4-nitrobenzoate), CN(C=O)C (N,N-dimethylformamide), C1(=CC=CC=C1)C (toluene), C(C)(=O)OCC (ethyl acetate). The reagents and catalysts are [C-]#N.[Zn+2].[C-]#N (zinc cyanide), C=1C=CC(=CC1)[P](C=2C=CC=CC2)(C=3C=CC=CC3)[Pd]([P](C=4C=CC=CC4)(C=5C=CC=CC5)C=6C=CC=CC6)([P](C=7C=CC=CC7)(C=8C=CC=CC8)C=9C=CC=CC9)[P](C=1C=CC=CC1)(C=1C=CC=CC1)C=1C=CC=CC1 (tetrakis(triphenylphosphine)palladium). Yields the product C(#N)C=1C=C2C=CC(=CC2=CC1)OC1=C(C(=O)OC(C)(C)C)C=CC(=C1)[N+](=O)[O-] (t-butyl 2-(6-cyano-2-naphthyloxy)-4-nitrobenzoate). RXN SMILES: Br[C:2]1[CH:3]=[C:4]2[C:9](=[CH:10][CH:11]=1)[CH:8]=[C:7]([O:12][C:13]1[CH:25]=[C:24]([N+:26]([O-:28])=[O:27])[CH:23]=[CH:22][C:14]=1[C:15]([O:17][C:18]([CH3:21])([CH3:20])[CH3:19])=[O:16])[CH:6]=[CH:5]2.C1(C)C=CC=CC=1.C(OCC)(=O)C.[CH3:42][N:43](C)C=O>[C-]#N.[Zn+2].[C-]#N.C1C=CC([P]([Pd]([P](C2C=CC=CC=2)(C2C=CC=CC=2)C2C=CC=CC=2)([P](C2C=CC=CC=2)(C2C=CC=CC=2)C2C=CC=CC=2)[P](C2C=CC=CC=2)(C2C=CC=CC=2)C2C=CC=CC=2)(C2C=CC=CC=2)C2C=CC=CC=2)=CC=1>[C:42]([C:2]1[CH:3]=[C:4]2[C:9](=[CH:10][CH:11]=1)[CH:8]=[C:7]([O:12][C:13]1[CH:25]=[C:24]([N+:26]([O-:28])=[O:27])[CH:23]=[CH:22][C:14]=1[C:15]([O:17][C:18]([CH3:20])([CH3:21])[CH3:19])=[O:16])[CH:6]=[CH:5]2)#[N:43] |f:4.5.6,^1:55,57,76,95|. Procedure details: The compound (t-butyl 2-(6-bromo-2-naphthyloxy)-4-nitrobenzoate) (1.78 g) obtained in a previous production example, zinc cyanide (0.33 g) and tetrakis(triphenylphosphine)palladium (0) (690 mg) were reacted for 12 hours at 100° C. in N,N-dimethylformamide. After cooling to room temperature, toluene and ethyl acetate were added, the organic layer was washed with 2 N ammonia water and saturated saline and dried over magnesium sulfate, and the solvent was distilled off. The residue was purified by ...